This data is from the Open Reaction Database (ORD), a public repository of structured organic reaction records. The task is: describe an organic reaction: reactants, conditions, products, and yield The reactants are ClC=1C=C(N)C=CC1 (m-Chloroaniline), BrC(C(=O)OCC)C(=O)OCC (diethyl bromomalonate). Run in C1(=CC=CC=C1)C (toluene). Reaction conditions: time 3 hour. Yields the product ClC=1C=C(NC(C(=O)OCC)C(=O)OCC)C=CC1 (diethyl m-chloroanilinomalonate). Yield: 28.8%. As a reaction SMILES: [Cl:1][C:2]1[CH:3]=[C:4]([CH:6]=[CH:7][CH:8]=1)[NH2:5].Br[CH:10]([C:16]([O:18][CH2:19][CH3:20])=[O:17])[C:11]([O:13][CH2:14][CH3:15])=[O:12]>C1(C)C=CC=CC=1>[Cl:1][C:2]1[CH:3]=[C:4]([CH:6]=[CH:7][CH:8]=1)[NH:5][CH:10]([C:11]([O:13][CH2:14][CH3:15])=[O:12])[C:16]([O:18][CH2:19][CH3:20])=[O:17]. Procedure: m-Chloroaniline (12.8 g) and diethyl bromomalonate (9.6 g) were dissolved in dry toluene (20 ml). The solution was heated under reflux with stirring for 3 hours. The reaction mixture was washed with dilute hydrochloric acid and then three times with water, and dried over anhydrous sodium sulfate. The solvent was distilled off under reduced pressure. The residue was washed with n-hexane to give 3.3 g (yield 29%) of diethyl m-chloroanilinomalonate having the following NMR data. Starting materials: N1(CCCCC1)CCN (2-piperidin-1-yl-ethylamine), Mo(CO)6, C1CCC2=NCCCN2CC1 (DBU), BrC=1C=C2C3=CC=CC=C3S(NC2=C2N=CC=CC12)(=O)=O (12-bromo-5H-6-thia-4,5-diaza-chrysene 6,6-dioxide), palladacycle, C1CCOC1 (THF). The product is N1(CCCCC1)CCNC(=O)C=1C=C2C3=CC=CC=C3S(NC2=C2N=CC=CC12)(=O)=O (6,6-Dioxo-5,6-dihydro-6λ*6*-thia-4,5-diaza-chrysene-12-carboxylic acid (2-piperidin-1-yl-ethyl)-amide). Isolated yield 35.0%. Reaction SMILES: [N:1]1([CH2:7][CH2:8][NH2:9])[CH2:6][CH2:5][CH2:4][CH2:3][CH2:2]1.Br[C:11]1[CH:12]=[C:13]2[C:22](=[C:23]3[C:28]=1[CH:27]=[CH:26][CH:25]=[N:24]3)[NH:21][S:20](=[O:30])(=[O:29])[C:19]1[C:14]2=[CH:15][CH:16]=[CH:17][CH:18]=1.C1CCN2C(=NCCC2)CC1.C1C[O:45][CH2:44]C1>>[N:1]1([CH2:7][CH2:8][NH:9][C:44]([C:11]2[CH:12]=[C:13]3[C:22](=[C:23]4[C:28]=2[CH:27]=[CH:26][CH:25]=[N:24]4)[NH:21][S:20](=[O:30])(=[O:29])[C:19]2[C:14]3=[CH:15][CH:16]=[CH:17][CH:18]=2)=[O:45])[CH2:6][CH2:5][CH2:4][CH2:3][CH2:2]1. Reported procedure: In a similar fashion using route 58 general procedure 128, 2-piperidin-1-yl-ethylamine (106 mg, 0.83 mmol), 12-bromo-5H-6-thia-4,5-diaza-chrysene 6,6-dioxide 545 (100 mg, 0.28 mmol), Hermann's palladacycle (13 mg, 14 μmol, Mo(CO)6 (73 mg, 0.28 mmol), DBU (126 mg, 0.83 mmol) and THF (2 ml) gave the title compound (42 mg, 35%). Reactants: C1(CCCCC1)N(C1=NC=C(C=C1)[N+](=O)[O-])C (Cyclohexyl-methyl-(5-nitro-pyridin-2-yl)-amine). The reagents and catalysts are [OH-].[OH-].[Pd+2] (palladium hydroxide on carbon). Run in C(C)O (ethanol). Reaction conditions: time 6 hour. Product: C1(CCCCC1)N(C)C1=NC=C(C=C1)N (2-(N-Cyclohexyl-N-methylamino)-5-amino-pyridine). RXN SMILES: [CH:1]1([N:7]([CH3:17])[C:8]2[CH:13]=[CH:12][C:11]([N+:14]([O-])=O)=[CH:10][N:9]=2)[CH2:6][CH2:5][CH2:4][CH2:3][CH2:2]1>C(O)C.[OH-].[OH-].[Pd+2]>[CH:1]1([N:7]([C:8]2[CH:13]=[CH:12][C:11]([NH2:14])=[CH:10][N:9]=2)[CH3:17])[CH2:2][CH2:3][CH2:4][CH2:5][CH2:6]1 |f:2.3.4|. Reported procedure: Cyclohexyl-methyl-(5-nitro-pyridin-2-yl)-amine (1.72 g, 7.3 mmol) was dissolved in ethanol (80 mL) and treated with 20% palladium hydroxide on carbon (Pearlman's catalyst, 0.5 g) and the mixture was shaken under a hydrogen atmosphere (50 psi) for 6 hours. The catalyst was removed by filtration through celite then the filtrate was concentrated in vacuo and the resultant oil was chromatographed on SiO2 using 1:1 ethyl acetate/hexanes as eluent. MS (m/z): 206 (M+H)+ ; C12H19N3 requires 205.3.